This data is from the Open Reaction Database (ORD), a public repository of structured organic reaction records. The task is: describe an organic reaction: reactants, conditions, products, and yield Starting materials: C(C)(C)(C)[Si](OC1=CC(=C(C#N)C=C1)F)(C1=CC=CC=C1)C1=CC=CC=C1 (4-(t-butyl-diphenyl-silanyloxy)-2-fluoro-benzonitrile), [H-].[Al+3].[Li+].[H-].[H-].[H-] (lithium aluminum hydride). The solvent is CCOCC (ether). Reaction conditions: time 8 hour. Product: C(C)(C)(C)[Si](OC1=CC(=C(CN)C=C1)F)(C1=CC=CC=C1)C1=CC=CC=C1 (4-(t-Butyl-diphenyl-silanyloxy)-2-fluoro-benzylamine). The yield is 79.2%. Reaction SMILES: [C:1]([Si:5]([C:22]1[CH:27]=[CH:26][CH:25]=[CH:24][CH:23]=1)([C:16]1[CH:21]=[CH:20][CH:19]=[CH:18][CH:17]=1)[O:6][C:7]1[CH:14]=[CH:13][C:10]([C:11]#[N:12])=[C:9]([F:15])[CH:8]=1)([CH3:4])([CH3:3])[CH3:2].[H-].[Al+3].[Li+].[H-].[H-].[H-]>CCOCC>[C:1]([Si:5]([C:22]1[CH:27]=[CH:26][CH:25]=[CH:24][CH:23]=1)([C:16]1[CH:17]=[CH:18][CH:19]=[CH:20][CH:21]=1)[O:6][C:7]1[CH:14]=[CH:13][C:10]([CH2:11][NH2:12])=[C:9]([F:15])[CH:8]=1)([CH3:4])([CH3:2])[CH3:3] |f:1.2.3.4.5.6|. Reported procedure: To a solution of the 4-(t-butyl-diphenyl-silanyloxy)-2-fluoro-benzonitrile (2.07 g, 5.52 mmol) in ether (17 mL) was added a solution of lithium aluminum hydride (6.6 mL, 1M in THF) slowly. The reaction was heated at reflux for two hours and allowed to stir overnight at ambient temperature. The reaction was quenched with 1.17 mL of water, then 1.17 mL of NaOH (15%), and 1.17 mL of water. The white solid was filtered, washed with methylene chloride. The filtrate was dried (Na2SO4), and concentrate... The reactants are CC(=O)O, Cc1ccccc1, COc1cc(Cl)ccc1C(C)(C)CC(O)(C=O)C(F)(F)F, NC(=O)c1ccc2c(N)cccc2n1. Yields the product COc1cc(Cl)ccc1C(C)(C)CC(O)(C=Nc1cccc2nc(C(N)=O)ccc12)C(F)(F)F. Reaction SMILES: [CH3:36][C:37](=[O:38])[OH:39].[CH3:40][c:41]1[cH:42][cH:43][cH:44][cH:45][cH:46]1.[Cl:15][c:16]1[cH:17][c:18]([O:34][CH3:35])[c:19]([C:22]([CH2:23][C:24]([CH:25]=[O:26])([C:27]([F:28])([F:29])[F:30])[OH:31])([CH3:32])[CH3:33])[cH:20][cH:21]1.[NH2:1][c:2]1[c:3]2[cH:4][cH:5][c:6]([C:12](=[O:13])[NH2:14])[n:7][c:8]2[cH:9][cH:10][cH:11]1>>[N:1]([c:2]1[c:3]2[cH:4][cH:5][c:6]([C:12](=[O:13])[NH2:14])[n:7][c:8]2[cH:9][cH:10][cH:11]1)=[CH:25][C:24]([CH2:23][C:22]([c:19]1[c:18]([O:34][CH3:35])[cH:17][c:16]([Cl:15])[cH:21][cH:20]1)([CH3:32])[CH3:33])([C:27]([F:28])([F:29])[F:30])[OH:31]. The reactants are C(C1=CC=CC=C1)OCCC(C[C@@H](C(CCC(=O)OCC)O)NC(=O)OC(C)(C)C)(C)C (ethyl 9-benzyloxy-5(S)-tert-butoxycarbonylamino-4(R,S)-hydroxy-7,7-dimethyl-nonanoate), crude product, C(C)(=O)O (acetic acid). Run in C1(=CC=CC=C1)C (toluene), C(C)(=O)OCC (ethyl acetate). Product: C(C1=CC=CC=C1)OCCC(C[C@H](NC(=O)OC(C)(C)C)[C@@H]1CCC(O1)=O)(C)C (5(S)-[5-Benzyloxy-1(S)-tert-butoxycarbonylamino-3,3-dimethyl-pentyl]-2-oxotetrahydrofuran). RXN SMILES: [CH2:1]([O:8][CH2:9][CH2:10][C:11]([CH3:32])([CH3:31])[CH2:12][C@H:13]([NH:23][C:24]([O:26][C:27]([CH3:30])([CH3:29])[CH3:28])=[O:25])[CH:14](O)[CH2:15][CH2:16][C:17]([O:19]CC)=[O:18])[C:2]1[CH:7]=[CH:6][CH:5]=[CH:4][CH:3]=1.C(O)(=O)C>C1(C)C=CC=CC=1.C(OCC)(=O)C>[CH2:1]([O:8][CH2:9][CH2:10][C:11]([CH3:31])([CH3:32])[CH2:12][C@@H:13]([C@H:14]1[O:18][C:17](=[O:19])[CH2:16][CH2:15]1)[NH:23][C:24]([O:26][C:27]([CH3:29])([CH3:30])[CH3:28])=[O:25])[C:2]1[CH:7]=[CH:6][CH:5]=[CH:4][CH:3]=1. Reported procedure: 5.52 g of the ethyl 9-benzyloxy-5(S)-tert-butoxycarbonylamino-4(R,S)-hydroxy-7,7-dimethyl-nonanoate obtained as the crude product are refluxed in 100 ml of toluene and 4 ml of glacial acetic acid at 110° C. under argon for 4.5 h. After the reaction mixture has cooled, it is diluted with ethyl acetate and worked up in the customary manner. The crude product is purified by chromatography over silica gel (mobile phase B), the two 5(S) and 5(R) stereoisomers being separated. This gives the pure titl... The reactants are O=C(O)c1ccc(CBr)c([N+](=O)[O-])c1, CN(C)c1ccncc1, C(=NC1CCCCC1)=NC1CCCCC1, ClCCl, OCc1ccccc1. The product is O=C(OCc1ccccc1)c1ccc(CBr)c([N+](=O)[O-])c1. Reaction SMILES: [Br:1][CH2:2][c:3]1[c:4]([N+:12](=[O:13])[O-:14])[cH:5][c:6]([C:7](=[O:8])[OH:9])[cH:10][cH:11]1.[CH3:38][N:39]([CH3:40])[c:41]1[cH:42][cH:43][n:44][cH:45][cH:46]1.[CH:23]1([N:24]=[C:25]=[N:26][CH:27]2[CH2:28][CH2:29][CH2:30][CH2:31][CH2:32]2)[CH2:33][CH2:34][CH2:35][CH2:36][CH2:37]1.[Cl:47][CH2:48][Cl:49].[OH:15][CH2:16][c:17]1[cH:18][cH:19][cH:20][cH:21][cH:22]1>>[Br:1][CH2:2][c:3]1[c:4]([N+:12](=[O:13])[O-:14])[cH:5][c:6]([C:7]([O:8][CH2:16][c:17]2[cH:18][cH:19][cH:20][cH:21][cH:22]2)=[O:9])[cH:10][cH:11]1. Reactants: C1(=CC=CC2=CC=CC=C12)N(C(=S)N)CCC (N-naphth-1-yl-N-propylthiourea), BrC(C(=O)C1=C(C=C(C=C1)OC)Cl)C (2-bromo-1-(2-chloro-4-methoxyphenyl)propan-1-one). Solvent: CO (methanol). Yields the product ClC1=C(C=CC(=C1)OC)C=1N=C(SC1C)N(CCC)C1=CC=CC2=CC=CC=C12 (4-(2-Chloro-4-methoxyphenyl)-5-methyl-2-(N-naphth-1-yl-N-propylamino)thiazole). Isolated yield 73.5%. RXN SMILES: [C:1]1([N:11]([CH2:15][CH2:16][CH3:17])[C:12]([NH2:14])=[S:13])[C:10]2[C:5](=[CH:6][CH:7]=[CH:8][CH:9]=2)[CH:4]=[CH:3][CH:2]=1.Br[CH:19]([CH3:31])[C:20]([C:22]1[CH:27]=[CH:26][C:25]([O:28][CH3:29])=[CH:24][C:23]=1[Cl:30])=O>CO>[Cl:30][C:23]1[CH:24]=[C:25]([O:28][CH3:29])[CH:26]=[CH:27][C:22]=1[C:20]1[N:14]=[C:12]([N:11]([C:1]2[C:10]3[C:5](=[CH:6][CH:7]=[CH:8][CH:9]=3)[CH:4]=[CH:3][CH:2]=2)[CH2:15][CH2:16][CH3:17])[S:13][C:19]=1[CH3:31]. Procedure details: A solution containing 0.5 g of N-naphth-1-yl-N-propylthiourea and 0.5 g of 2-bromo-1-(2-chloro-4-methoxyphenyl)propan-1-one in 15 ml of methanol is heated at reflux for 6 hours. The reaction mixture is then evaporated to dryness and then, successively, the residue is taken up in water, basified with 33% sodium hydroxide and extracted with ethyl acetate and the organic phase is dried over sodium sulphate, filtered and concentrated under vacuum. The residue is then purified on a column of silica g... Starting materials: [OH-].[Na+] (NaOH), NC=1C(=CC=CC1)S(=O)(=O)O (aniline-2-sulphonic acid), C(C)(=O)O (acetic acid), N(=O)OCCCCC (amyl nitrite). Reagents/catalysts: C=1C=CC(=CC1)/C=C/C(=O)/C=C/C2=CC=CC=C2.C=1C=CC(=CC1)/C=C/C(=O)/C=C/C2=CC=CC=C2.[Pd] (bis(dibenzylideneacetone)palladium(0)). Run in CO (methanol), CO (methanol). Conditions: time 1 hour. Product: C=CC=1C(=CC=CC1)S(=O)(=O)O (styrene-2-sulphonic acid). Yield: 87.5%. As a reaction SMILES: N[C:2]1[C:3]([S:8]([OH:11])(=[O:10])=[O:9])=[CH:4][CH:5]=[CH:6][CH:7]=1.[C:12](O)(=O)[CH3:13].N(OCCCCC)=O.[OH-].[Na+]>CO.C1C=CC(/C=C/C(/C=C/C2C=CC=CC=2)=O)=CC=1.C1C=CC(/C=C/C(/C=C/C2C=CC=CC=2)=O)=CC=1.[Pd]>[CH2:12]=[CH:13][C:2]1[C:3]([S:8]([OH:11])(=[O:10])=[O:9])=[CH:4][CH:5]=[CH:6][CH:7]=1 |f:3.4,6.7.8|. Procedure: 13.0 g of aniline-2-sulphonic acid were suspended in 200 ml of methanol and treated with 20 g of glacial acetic acid. Under a nitrogen atmosphere, 9.5 g of amyl nitrite were added dropwise at a temperature of 0° to 5° C. and the suspension was stirred for 1 hour. A solution of 15 g of NaOH in 100 ml of methanol was then added dropwise at such a rate that the temperature of the mixture did not exceed 20° C. After addition of 0.5 g of bis(dibenzylideneacetone)palladium(0), the mixture was stirred ...